Dataset: the Open Reaction Database (ORD), a public repository of structured organic reaction records. Task: describe an organic reaction: reactants, conditions, products, and yield The reactants are Brc1cnc2[nH]nc(I)c2c1, CC(C)(C)C(=O)OCCl, [H-], [Na+], CN(C)C=O. Product: CC(C)(C)C(=O)OCn1nc(I)c2cc(Br)cnc21. RXN SMILES: [Br:1][c:2]1[cH:3][c:4]2[c:5]([n:6][cH:7]1)[nH:8][n:9][c:10]2[I:11].[Cl:14][CH2:15][O:16][C:17]([C:18]([CH3:19])([CH3:20])[CH3:21])=[O:22].[H-:12].[Na+:13].[O:23]=[CH:24][N:25]([CH3:26])[CH3:27]>>[Br:1][c:2]1[cH:3][c:4]2[c:5]([n:6][cH:7]1)[n:8]([CH2:15][O:16][C:17]([C:18]([CH3:19])([CH3:20])[CH3:21])=[O:22])[n:9][c:10]2[I:11]. Reactants: C1CCOC1, CC(C)N, Fc1ccc(-c2nc(-c3cccc4[nH]ccc34)no2)cc1C(F)(F)F. Yields the product CC(C)Nc1ccc(-c2nc(-c3cccc4[nH]ccc34)no2)cc1C(F)(F)F. Reaction SMILES: [CH2:30]1[O:31][CH2:32][CH2:33][CH2:34]1.[CH3:26][CH:27]([CH3:28])[NH2:29].[F:1][c:2]1[c:3]([C:22]([F:23])([F:24])[F:25])[cH:4][c:5](-[c:8]2[n:9][c:10](-[c:13]3[c:14]4[cH:15][cH:16][nH:17][c:18]4[cH:19][cH:20][cH:21]3)[n:11][o:12]2)[cH:6][cH:7]1>>[c:2]1([NH:29][CH:27]([CH3:26])[CH3:28])[c:3]([C:22]([F:23])([F:24])[F:25])[cH:4][c:5](-[c:8]2[n:9][c:10](-[c:13]3[c:14]4[cH:15][cH:16][nH:17][c:18]4[cH:19][cH:20][cH:21]3)[n:11][o:12]2)[cH:6][cH:7]1. Reactants: CC1CNCCN1C(=O)OC(C)(C)C, CNc1ccc(C=O)cn1, CNc1ccc(CN2CCN(C(=O)OC(C)(C)C)C(C)C2)c(C)c1. The product is CNc1ccc(CN2CCN(C(=O)OC(C)(C)C)C(C)C2)cn1. As a reaction SMILES: [CH3:11][CH:12]1[N:13]([C:18](=[O:19])[O:20][C:21]([CH3:22])([CH3:23])[CH3:24])[CH2:14][CH2:15][NH:16][CH2:17]1.[CH3:1][NH:2][c:3]1[cH:4][cH:5][c:6]([CH:9]=[O:10])[cH:7][n:8]1.[CH3:25][c:26]1[cH:27][c:28]([NH:29][CH3:30])[cH:31][cH:32][c:33]1[CH2:34][N:35]1[CH2:36][CH2:37][N:38]([C:39]([O:40][C:41]([CH3:42])([CH3:43])[CH3:44])=[O:45])[CH:46]([CH3:47])[CH2:48]1>>[CH3:1][NH:2][c:3]1[cH:4][cH:5][c:6]([CH2:9][N:16]2[CH2:15][CH2:14][N:13]([C:18](=[O:19])[O:20][C:21]([CH3:22])([CH3:23])[CH3:24])[CH:12]([CH3:11])[CH2:17]2)[cH:7][n:8]1. Starting materials: C(C1=CC=CC=C1)OC=1C=C(CCNC(CC2=CC(=C(C(=C2)Br)OC)Br)=O)C=CC1[N+](=O)[O-] (N-(3-Benzyloxy-4-nitrophenethyl)-3,5-dibromo-4-methoxy-phenylacetamide), O.O.[Sn](Cl)Cl (tin (II) chloride dihydrate), 3h. The solvent is C(C)O (ethanol), Cl (HCl). Product: NC1=C(C=C(C=C1)CCNC(CC1=CC(=C(C(=C1)Br)OC)Br)=O)OCC1=CC=CC=C1 (N-[2-(4-amino-3-benzyloxy-phenyl)-ethyl]-2-(3,5-dibromo-4-methoxy-phenyl)-acetamide). As a reaction SMILES: [CH2:1]([O:8][C:9]1[CH:10]=[C:11]([CH:28]=[CH:29][C:30]=1[N+:31]([O-])=O)[CH2:12][CH2:13][NH:14][C:15](=[O:27])[CH2:16][C:17]1[CH:22]=[C:21]([Br:23])[C:20]([O:24][CH3:25])=[C:19]([Br:26])[CH:18]=1)[C:2]1[CH:7]=[CH:6][CH:5]=[CH:4][CH:3]=1.O.O.[Sn](Cl)Cl>C(O)C.Cl>[NH2:31][C:30]1[CH:29]=[CH:28][C:11]([CH2:12][CH2:13][NH:14][C:15](=[O:27])[CH2:16][C:17]2[CH:22]=[C:21]([Br:23])[C:20]([O:24][CH3:25])=[C:19]([Br:26])[CH:18]=2)=[CH:10][C:9]=1[O:8][CH2:1][C:2]1[CH:3]=[CH:4][CH:5]=[CH:6][CH:7]=1 |f:1.2.3|. Reported procedure: A solution of N-(3-Benzyloxy-4-nitrophenethyl)-3,5-dibromo-4-methoxy-phenylacetamide (3.49 g, 0.006 mol) and tin (II) chloride dihydrate (16.10 g, 0.071 mol) in a mixture of ethanol (300 mL) and 1.2 N HCl (150 mL) was refluxed for 3h, cooled and concentrated. Tin salts were dissolved in 1N NaOH solution. The reaction mixture was extracted with methylene chloride 3 times. The extracts were dried over Na2SO4 and concentrated. A residue was crystallized from ethyl acetate-hexanes mixture. Yield 1.5... Reactants: NC(=O)c1cnc(Cl)c2c1[nH]c1ccccc12, [NH4+], [OH-]. Product: NC(=O)c1cnc(N)c2c1[nH]c1ccccc12. Reaction SMILES: [Cl:1][c:2]1[n:3][cH:4][c:5]([C:15](=[O:16])[NH2:17])[c:6]2[nH:7][c:8]3[cH:9][cH:10][cH:11][cH:12][c:13]3[c:14]12.[NH4+:19].[OH-:18]>>[c:2]1([NH2:19])[n:3][cH:4][c:5]([C:15](=[O:16])[NH2:17])[c:6]2[nH:7][c:8]3[cH:9][cH:10][cH:11][cH:12][c:13]3[c:14]12. Starting materials: O (Water), C(C)(C)(C)OC(C(C)(C)SC=1SC=C(N1)CCOC1=CC=C(C=C1)NC(C1=CC=CC=C1)=O)=O (2-[(4-{2-[4-(benzoylamino)phenoxy]ethyl}-1,3-thiazol-2-yl)thio]-2-methylpropionic acid tert-butyl ester), CI (methyl iodide), CC(C)([O-])C.[K+] (potassium tert-butoxide). The solvent is CN(C=O)C (N,N-dimethylformamide). Reaction conditions: time 1 hour. Product: C(C)(C)(C)OC(C(C)(C)SC=1SC=C(N1)CCOC1=CC=C(C=C1)N(C)C(C1=CC=CC=C1)=O)=O (2-{[4-(2-{4-[benzoyl(methyl)amino]phenoxy}ethyl)-1,3-thiazol-2-yl]thio}-2-methylpropionic acid tert-butyl ester). The yield is 56.4%. As a reaction SMILES: [C:1]([O:5][C:6](=[O:34])[C:7]([S:10][C:11]1[S:12][CH:13]=[C:14]([CH2:16][CH2:17][O:18][C:19]2[CH:24]=[CH:23][C:22]([NH:25][C:26](=[O:33])[C:27]3[CH:32]=[CH:31][CH:30]=[CH:29][CH:28]=3)=[CH:21][CH:20]=2)[N:15]=1)([CH3:9])[CH3:8])([CH3:4])([CH3:3])[CH3:2].CI.[CH3:37]C(C)([O-])C.[K+].O>CN(C)C=O>[C:1]([O:5][C:6](=[O:34])[C:7]([S:10][C:11]1[S:12][CH:13]=[C:14]([CH2:16][CH2:17][O:18][C:19]2[CH:20]=[CH:21][C:22]([N:25]([C:26](=[O:33])[C:27]3[CH:28]=[CH:29][CH:30]=[CH:31][CH:32]=3)[CH3:37])=[CH:23][CH:24]=2)[N:15]=1)([CH3:9])[CH3:8])([CH3:2])([CH3:3])[CH3:4] |f:2.3|. Reported procedure: 2-[(4-{2-[4-(Benzoylamino)phenoxy]ethyl}-1,3-thiazol-2-yl)thio]-2-methylpropionic acid tert-butyl ester (500 mg) synthesized in Example 54-1 and methyl iodide (170 mg) were dissolved in N,N-dimethylformamide (6 mL), potassium tert-butoxide (135 mg) was added, and the mixture was stirred at room temperature for 1 hr. Water was added to the reaction mixture, the mixture was extracted with ethyl acetate. The organic layer was washed with saturated brine and dried over anhydrous sodium sulfate. The ... Starting materials: [Cl-].ClCC=1[NH+](C=CN1)CC (2-(chloromethyl)-1-ethyl-1H-imidazol-1-ium chloride), CC1=CC(=NC(=N1)S)O (6-methyl-2-sulfanylpyrimidin-4-ol), C([O-])([O-])=O.[K+].[K+] (potassium carbonate). Solvent: CN(C)C=O (DMF). Conditions: time 8 hour. Product: C(C)N1C(=NC=C1)CSC1=NC(=CC(=N1)O)C (2-{[(1-ethyl-1H-imidazol-2-yl)methyl]sulfanyl}-6-methylpyrimidin-4-ol). Isolated yield 21.2%. Reaction SMILES: [Cl-].Cl[CH2:3][C:4]1[NH+:5]([CH2:9][CH3:10])[CH:6]=[CH:7][N:8]=1.[CH3:11][C:12]1[N:17]=[C:16]([SH:18])[N:15]=[C:14]([OH:19])[CH:13]=1.C(=O)([O-])[O-].[K+].[K+]>CN(C=O)C>[CH2:9]([N:5]1[CH:6]=[CH:7][N:8]=[C:4]1[CH2:3][S:18][C:16]1[N:15]=[C:14]([OH:19])[CH:13]=[C:12]([CH3:11])[N:17]=1)[CH3:10] |f:0.1,3.4.5|. Procedure: A mixture of 2-(chloromethyl)-1-ethyl-1H-imidazol-1-ium chloride (1.0 g, 5.5 mmol), 6-methyl-2-sulfanylpyrimidin-4-ol (650 mg, 4.6 mmol), and potassium carbonate (2.0 g, 14.4 mmol) in anhydrous DMF (10 mL) was stirred at room temperature overnight. The reaction mixture was evaporated under reduced pressure. The solid residue was treated with dichloromethane (20 mL) and brine (60 mL). The aqueous layer was recovered and evaporated. The residue was purified by flash chromatography (0-20% MeOH/CH2C...